From a dataset of the Open Reaction Database (ORD), a public repository of structured organic reaction records. describe an organic reaction: reactants, conditions, products, and yield The reactants are ClC1=C(C2=C(CCN(CC2)C(C(F)(F)F)=O)C=C1)OS(=O)(=O)C(F)(F)F (7-chloro-3-(2,2,2-trifluoroacetyl)-6-trifluoromethanesulfonyloxy-2,3,4,5-tetrahydro-1H-benzo[d]azepine), FC1=C(CN)C=CC=C1 (2-fluorobenzyl amine). Product: ClC1=C(C2=C(CCN(CC2)C(C(F)(F)F)=O)C=C1)NCC1=C(C=CC=C1)F (7-chloro-6-(2-fluorobenzylamino)-3-(2,2,2-trifluoroacetyl)-2,3,4,5-tetrahydro-1H-benzo[d]azepine). As a reaction SMILES: [Cl:1][C:2]1[CH:18]=[CH:17][C:5]2[CH2:6][CH2:7][N:8]([C:11](=[O:16])[C:12]([F:15])([F:14])[F:13])[CH2:9][CH2:10][C:4]=2[C:3]=1OS(C(F)(F)F)(=O)=O.[F:27][C:28]1[CH:35]=[CH:34][CH:33]=[CH:32][C:29]=1[CH2:30][NH2:31]>>[Cl:1][C:2]1[CH:18]=[CH:17][C:5]2[CH2:6][CH2:7][N:8]([C:11](=[O:16])[C:12]([F:13])([F:15])[F:14])[CH2:9][CH2:10][C:4]=2[C:3]=1[NH:31][CH2:30][C:29]1[CH:32]=[CH:33][CH:34]=[CH:35][C:28]=1[F:27]. Procedure: Use a method similar to the General Procedure 5-1 to couple 7-chloro-3-(2,2,2-trifluoroacetyl)-6-trifluoromethanesulfonyloxy-2,3,4,5-tetrahydro-1H-benzo[d]azepine and 2-fluorobenzyl amine. Purify by chromatography on silica gel eluting with hexane/EtOAc (9:1 and 4:1) to give 7-chloro-6-(2-fluorobenzylamino)-3-(2,2,2-trifluoroacetyl)-2,3,4,5-tetrahydro-1H-benzo[d]azepine as a yellow solid. MS (ES+) m/z: 401 (M+H)+. The product is Cn1cnc(S(=O)(=O)NCCCN2CCOCC2)c1. As a reaction SMILES: [CH3:1][n:2]1[cH:3][n:4][c:5]([S:7](=[O:8])(=[O:9])[Cl:10])[cH:6]1.[CH3:24][C:25]#[N:26].[Cl:21][CH2:22][Cl:23].[O:11]1[CH2:12][CH2:13][N:14]([CH2:17][CH2:18][CH2:19][NH2:20])[CH2:15][CH2:16]1>>[CH3:1][n:2]1[cH:3][n:4][c:5]([S:7](=[O:8])(=[O:9])[NH:20][CH2:19][CH2:18][CH2:17][N:14]2[CH2:13][CH2:12][O:11][CH2:16][CH2:15]2)[cH:6]1. Starting materials: Cn1cnc(S(=O)(=O)Cl)c1, CC#N, ClCCl, NCCCN1CCOCC1. Reactants: C1(CC1)N1C=C(C(C=2C=C3C(=NC12)C(=C(C(=C3)F)F)F)=O)C(=O)OCC (ethyl 1-cyclopropyl-7,8,9-trifluoro-4-oxo-1,4-dihydrobenzo-[b][1,8]naphthyridine-3-carboxylate), solid, Cl.C(C1=CC=CO1)N1CCNCC1 (4-furfurylpiperazine hydrochloride). Run in CS(=O)C (dimethyl sulphoxide), C(C)N(CC)CC (triethylamine). Product: C1(CC1)N1C=C(C(C=2C=C3C(=NC12)C(=C(C(=C3)F)N3CCN(CC3)CC3=CC=CO3)F)=O)C(=O)OCC (ethyl 1-cyclopropyl-7,9-difluoro-8-(4-furfurylpiperazin-1-yl)-4-oxo-1,4-dihydrobenzo[b][1,8]naphthyridine-3-carboxylate). Yield: 59.4%. RXN SMILES: [CH:1]1([N:4]2[C:13]3[N:12]=[C:11]4[C:14]([F:20])=[C:15](F)[C:16]([F:18])=[CH:17][C:10]4=[CH:9][C:8]=3[C:7](=[O:21])[C:6]([C:22]([O:24][CH2:25][CH3:26])=[O:23])=[CH:5]2)[CH2:3][CH2:2]1.Cl.[CH2:28]([N:34]1[CH2:39][CH2:38][NH:37][CH2:36][CH2:35]1)[C:29]1[O:33][CH:32]=[CH:31][CH:30]=1>CS(C)=O.C(N(CC)CC)C>[CH:1]1([N:4]2[C:13]3[N:12]=[C:11]4[C:14]([F:20])=[C:15]([N:37]5[CH2:38][CH2:39][N:34]([CH2:28][C:29]6[O:33][CH:32]=[CH:31][CH:30]=6)[CH2:35][CH2:36]5)[C:16]([F:18])=[CH:17][C:10]4=[CH:9][C:8]=3[C:7](=[O:21])[C:6]([C:22]([O:24][CH2:25][CH3:26])=[O:23])=[CH:5]2)[CH2:2][CH2:3]1 |f:1.2|. Procedure: Ethyl 1-cyclopropyl-7,9-difluoro-8-(4-furfurylpiperazin-1-yl)-4-oxo-1,4-dihydrobenzo[b][1,8]naphthyridine-3-carboxylate was prepared under the conditions of Example 3, but from 1.8 g of ethyl 1-cyclopropyl-7,8,9-trifluoro-4-oxo-1,4-dihydrobenzo-[b][1,8]naphthyridine-3-carboxylate and 4.8 g of 4-furfurylpiperazine hydrochloride in 30 cm3 of dimethyl sulphoxide and 5.2 cm3 of triethylamine. 1.5 g of ethyl 1-cyclopropyl-7,9-difluoro-8-(4-furfurylpiperazin-1-yl)-4-oxo-1,4-dihydrobenzo[b][1,8]naphthy... Reactants: C1CCCNCC1, O=C(O)c1ccc(I)cc1NS(=O)(=O)c1cccc2nccnc12. The product is O=C(c1ccc(I)cc1NS(=O)(=O)c1cccc2nccnc12)N1CCCCCC1. Reaction SMILES: [CH2:25]1[CH2:26][CH2:27][CH2:28][NH:29][CH2:30][CH2:31]1.[I:1][c:2]1[cH:3][c:4]([NH:11][S:12](=[O:13])(=[O:14])[c:15]2[c:16]3[n:17][cH:18][cH:19][n:20][c:21]3[cH:22][cH:23][cH:24]2)[c:5]([C:6](=[O:7])[OH:8])[cH:9][cH:10]1>>[I:1][c:2]1[cH:3][c:4]([NH:11][S:12](=[O:13])(=[O:14])[c:15]2[c:16]3[n:17][cH:18][cH:19][n:20][c:21]3[cH:22][cH:23][cH:24]2)[c:5]([C:6](=[O:7])[N:29]2[CH2:28][CH2:27][CH2:26][CH2:25][CH2:31][CH2:30]2)[cH:9][cH:10]1. Starting materials: N1C(=NC=C1)CC1=C(C=CC=C1)O (2-(1-imidazolylmethyl)-phenol), [H-].[Na+] (sodium hydride), ClC1=C(CCl)C=CC(=C1)Cl (2,4-dichlorobenzyl chloride). Product: ClC1=C(COC2=C(C=CC=C2)CC=2NC=CN2)C=CC(=C1)Cl ((2,4-Dichlorobenzyl)-[2-(1-imidazolylmethyl)-phenyl]-ether). As a reaction SMILES: [NH:1]1[CH:5]=[CH:4][N:3]=[C:2]1[CH2:6][C:7]1[CH:12]=[CH:11][CH:10]=[CH:9][C:8]=1[OH:13].[H-].[Na+].[Cl:16][C:17]1[CH:24]=[C:23]([Cl:25])[CH:22]=[CH:21][C:18]=1[CH2:19]Cl>>[Cl:16][C:17]1[CH:24]=[C:23]([Cl:25])[CH:22]=[CH:21][C:18]=1[CH2:19][O:13][C:8]1[CH:9]=[CH:10][CH:11]=[CH:12][C:7]=1[CH2:6][C:2]1[NH:1][CH:5]=[CH:4][N:3]=1 |f:1.2|. Procedure: Analogously to Example 1, 2.21 g. of (2,4-dichlorobenzyl)-[2-(1-imidazolymethyl)-phenyl]-ether, m.p. 108°-110°, is obtained from 1.74 g. of 2-(1-imidazolylmethyl)-phenol (Bull. Soc. Chim. France 1973, 1179), 300 mg. of sodium hydride suspension, and 1.41 g. of 2,4-dichlorobenzyl chloride. Starting materials: C(C)C1(CCC2=CC(=CC=C12)F)C1=CNC2=C(C=CC=C12)N (3-(1-ethyl-5-fluoro-indan-1-yl)-1H-indol-7-ylamine), C(C)(=O)OC(C)=O (acetic anhydride). Reaction SMILES: [CH2:1]([C:3]1([C:13]2[C:21]3[C:16](=[C:17]([NH2:22])[CH:18]=[CH:19][CH:20]=3)[NH:15][CH:14]=2)[C:11]2[C:6](=[CH:7][C:8]([F:12])=[CH:9][CH:10]=2)[CH2:5][CH2:4]1)[CH3:2].[C:23](OC(=O)C)(=[O:25])[CH3:24]>>[CH2:1]([C:3]1([C:13]2[C:21]3[C:16](=[C:17]([NH:22][C:23](=[O:25])[CH3:24])[CH:18]=[CH:19][CH:20]=3)[NH:15][CH:14]=2)[C:11]2[C:6](=[CH:7][C:8]([F:12])=[CH:9][CH:10]=2)[CH2:5][CH2:4]1)[CH3:2]. The product is C(C)C1(CCC2=CC(=CC=C12)F)C1=CNC2=C(C=CC=C12)NC(C)=O (N-[3-(1-ethyl-5-fluoro-indan-1-yl)-1H-indol-7-yl]-acetamide). Procedure: Utilizing 3-(1-ethyl-5-fluoro-indan-1-yl)-1H-indol-7-ylamine and acetic anhydride, the title compound is prepared as in example 15. 0.16 g (46%). LC-MS m/z 337.1 (M++1).